From a dataset of the Open Reaction Database (ORD), a public repository of structured organic reaction records. describe an organic reaction: reactants, conditions, products, and yield The reactants are CCOC(=O)C(C)(C)Oc1ccc(CBr)cc1, Cc1ccccc1, c1ccc(P(c2ccccc2)c2ccccc2)cc1. Yields the product [Br-], CCOC(=O)C(C)(C)Oc1ccc(C[P+](c2ccccc2)(c2ccccc2)c2ccccc2)cc1. As a reaction SMILES: [Br:1][CH2:2][c:3]1[cH:4][cH:5][c:6]([O:7][C:8]([C:9](=[O:10])[O:11][CH2:12][CH3:13])([CH3:14])[CH3:15])[cH:16][cH:17]1.[CH3:37][c:38]1[cH:39][cH:40][cH:41][cH:42][cH:43]1.[c:18]1([P:24]([c:25]2[cH:26][cH:27][cH:28][cH:29][cH:30]2)[c:31]2[cH:32][cH:33][cH:34][cH:35][cH:36]2)[cH:19][cH:20][cH:21][cH:22][cH:23]1>>[Br-:1].[CH2:2]([c:3]1[cH:4][cH:5][c:6]([O:7][C:8]([C:9](=[O:10])[O:11][CH2:12][CH3:13])([CH3:14])[CH3:15])[cH:16][cH:17]1)[P+:24]([c:18]1[cH:19][cH:20][cH:21][cH:22][cH:23]1)([c:25]1[cH:26][cH:27][cH:28][cH:29][cH:30]1)[c:31]1[cH:32][cH:33][cH:34][cH:35][cH:36]1. The reactants are ClC1=NC(=CC=C1C=1OC(=NN1)C=1C(=NOC1C)C1=CC=CC=C1)Cl (2,6-dichloro-3-[5-(5-methyl-3-phenyl-isoxazol-4-yl)-[1,3,4]oxadiazol-2-yl]-pyridine), [H-].[Na+] (sodium hydride), O1CCCC1 (tetrahydrofuran). Run in CO (methanol), ClCCl (dichloromethane). Reaction conditions: time 4 hour. Yields the product ClC1=NC(=CC=C1C=1OC(=NN1)C=1C(=NOC1C)C1=CC=CC=C1)OC (2-Chloro-6-methoxy-3-[5-(5-methyl-3-phenyl-isoxazol-4-yl)-[1,3,4] oxadiazol-2-yl]-pyridine). Reaction SMILES: [Cl:1][C:2]1[C:7]([C:8]2[O:9][C:10]([C:13]3[C:14]([C:19]4[CH:24]=[CH:23][CH:22]=[CH:21][CH:20]=4)=[N:15][O:16][C:17]=3[CH3:18])=[N:11][N:12]=2)=[CH:6][CH:5]=[C:4](Cl)[N:3]=1.[H-].[Na+].[O:28]1CCC[CH2:29]1>CO.ClCCl>[Cl:1][C:2]1[C:7]([C:8]2[O:9][C:10]([C:13]3[C:14]([C:19]4[CH:24]=[CH:23][CH:22]=[CH:21][CH:20]=4)=[N:15][O:16][C:17]=3[CH3:18])=[N:11][N:12]=2)=[CH:6][CH:5]=[C:4]([O:28][CH3:29])[N:3]=1 |f:1.2|. Reported procedure: To a solution of 2,6-dichloro-3-[5-(5-methyl-3-phenyl-isoxazol-4-yl)-[1,3,4]oxadiazol-2-yl]-pyridine (316 mg, 0.85 mmol) in tetrahydrofuran (3 mL) and methanol (3 mL) was added sodium hydride (55% dispersion in mineral oil, 41 mg, 0.93 mmol) and the reaction mixture was stirred for 4 h at ambient temperature. The resulting suspension was diluted with dichloromethane (10 mL) and was washed brine (half saturated, 10 mL). The aqueous layers were extracted with dichloromethane (10 mL) and dried over... Conditions: time 2 hour. Reported procedure: To the crude tert-butyl(5-(3-((3-((tert-butoxycarbonyl)amino)propyl)carbamoyl)phenyl)-5-oxopentyl)carbamate from Step 1 was added methanolic HCl (150 mL, 1.0 M). The reaction mixture was stirred for 2 h and concentrated under reduced pressure. The solid was collected by vacuum filtration and washed with Et2O (30 mL) and hot MeOH (30 mL) to afford the desired product (0.388 g, 56%) as a white solid. Reaction SMILES: C(OC(=O)NCCCC[C:12]([C:14]1[CH:19]=[CH:18][CH:17]=[C:16]([C:20](=[O:33])[NH:21][CH2:22][CH2:23][CH2:24][NH:25]C(OC(C)(C)C)=O)[CH:15]=1)=[O:13])(C)(C)C.[ClH:35]>>[Cl-:35].[C:12]([NH:21][CH2:22][CH2:23][CH2:24][NH3+:25])(=[O:13])[C:14]1[CH:19]=[CH:18][CH:17]=[C:16]([C:20]([NH:21][CH2:22][CH2:23][CH2:24][NH3+:25])=[O:33])[CH:15]=1.[Cl-:35] |f:2.3.4|. The yield is 56.0%. The product is [Cl-].C(C1=CC(C(=O)NCCC[NH3+])=CC=C1)(=O)NCCC[NH3+].[Cl-] (3,3′-(Isophthaloylbis(azanediyl))bis(propan-1-aminium) chloride). Reactants: C(C)(C)(C)OC(NCCCCC(=O)C1=CC(=CC=C1)C(NCCCNC(=O)OC(C)(C)C)=O)=O (tert-Butyl(5-(3-((3-((tert-butoxycarbonyl)amino)propyl)carbamoyl)phenyl)-5-oxopentyl)carbamate), Cl (HCl). The reactants are C[Si](ON)(C)C (O-trimethylsilylhydroxylamine), ClC(=O)OCC (ethyl chloroformate), FC1=CC=C(OC2=CC=C(C=C2)S(=O)(=O)N2C(C3=CC=CC(=C3CC2)OCCN2CCCCC2)C(=O)O)C=C1 (2-[4-(4-fluorophenoxy)benzenesulfonyl]-5-(2-piperidin-1-ylethoxy)-1,2,3,4-tetra-hydroisoquinoline-1-carboxylic acid), CN1CCOCC1 (N-methylmorpholine). The solvent is CN(C)C=O (DMF). Run at temperature -20 celsius, time 30 minute. Product: ONC(=O)C1N(CCC2=C(C=CC=C12)OCCN1CCCCC1)S(=O)(=O)C1=CC=C(C=C1)OC1=CC=C(C=C1)F (2-[4-(4-Fluorophenoxy)benzenesulfonyl]-5-(2-piperidin-1-ylethoxy)-1,2,3,4-tetra-hydroisoquinoline-1-carboxylic acid hydroxyamide). Isolated yield 46.0%. RXN SMILES: ClC(OCC)=O.[F:7][C:8]1[CH:45]=[CH:44][C:11]([O:12][C:13]2[CH:18]=[CH:17][C:16]([S:19]([N:22]3[CH2:31][CH2:30][C:29]4[C:24](=[CH:25][CH:26]=[CH:27][C:28]=4[O:32][CH2:33][CH2:34][N:35]4[CH2:40][CH2:39][CH2:38][CH2:37][CH2:36]4)[CH:23]3[C:41]([OH:43])=O)(=[O:21])=[O:20])=[CH:15][CH:14]=2)=[CH:10][CH:9]=1.CN1CCOCC1.C[Si](C)(C)[O:55][NH2:56]>CN(C=O)C>[OH:55][NH:56][C:41]([CH:23]1[C:24]2[C:29](=[C:28]([O:32][CH2:33][CH2:34][N:35]3[CH2:36][CH2:37][CH2:38][CH2:39][CH2:40]3)[CH:27]=[CH:26][CH:25]=2)[CH2:30][CH2:31][N:22]1[S:19]([C:16]1[CH:15]=[CH:14][C:13]([O:12][C:11]2[CH:44]=[CH:45][C:8]([F:7])=[CH:9][CH:10]=2)=[CH:18][CH:17]=1)(=[O:20])=[O:21])=[O:43]. Reported procedure: 8.16 μl (85.6 μmol) of ethyl chloroformate are added to a solution of 38 mg (68.5 μmol) of 2-[4-(4-fluorophenoxy)benzenesulfonyl]-5-(2-piperidin-1-ylethoxy)-1,2,3,4-tetra-hydroisoquinoline-1-carboxylic acid and 16.6 μl (151 μmol) of N-methylmorpholine in 2 ml of DMF at −20° C., and the mixture is stirred at −20° C. for 30 minutes. Then 37.2 μl (274 μmol) of O-trimethylsilylhydroxylamine are added, and the solution is warmed slowly to room temperature. After standing overnight, it is concentrated... The reactants are BrB(Br)Br, CCOC(C)=O, CCOCC, CO, ClCCl, Cl, COc1ccc2c(Oc3ccc(OCCN4CCCCC4)cc3)c(-c3ccc(S(C)(=O)=O)c(F)c3)ccc2c1, O. Product: Cl, CS(=O)(=O)c1ccc(-c2ccc3cc(O)ccc3c2Oc2ccc(OCCN3CCCCC3)cc2)cc1F. RXN SMILES: [B:41]([Br:42])([Br:43])[Br:44].[CH3:45][CH2:46][O:47][C:48](=[O:49])[CH3:50].[CH3:51][CH2:52][O:53][CH2:54][CH3:55].[CH3:56][OH:57].[Cl:58][CH2:59][Cl:60].[ClH:40].[F:1][c:2]1[cH:3][c:4](-[c:12]2[c:13]([O:24][c:25]3[cH:26][cH:27][c:28]([O:29][CH2:30][CH2:31][N:32]4[CH2:33][CH2:34][CH2:35][CH2:36][CH2:37]4)[cH:38][cH:39]3)[c:14]3[cH:15][cH:16][c:17]([O:22][CH3:23])[cH:18][c:19]3[cH:20][cH:21]2)[cH:5][cH:6][c:7]1[S:8](=[O:9])(=[O:10])[CH3:11].[OH2:61]>>[ClH:40].[F:1][c:2]1[cH:3][c:4](-[c:12]2[c:13]([O:24][c:25]3[cH:26][cH:27][c:28]([O:29][CH2:30][CH2:31][N:32]4[CH2:33][CH2:34][CH2:35][CH2:36][CH2:37]4)[cH:38][cH:39]3)[c:14]3[cH:15][cH:16][c:17]([OH:22])[cH:18][c:19]3[cH:20][cH:21]2)[cH:5][cH:6][c:7]1[S:8](=[O:9])(=[O:10])[CH3:11]. Starting materials: Cl.O1CCOCC1 (hydrochloric acid dioxane), F[C@@H]1CN(CC[C@]1(OC)CO)C(=O)OC(C)(C)C (tert-butyl rel-(3R,4S)-3-fluoro-4-(hydroxymethyl)-4-methoxypiperidine-1-carboxylate). Reaction conditions: time 1 hour. Yields the product Cl.F[C@@H]1CNCC[C@]1(OC)CO (rel-[(3R,4S)-3-fluoro-4-methoxypiperidin-4-yl]methanol hydrochloride). As a reaction SMILES: [ClH:1].O1CCOCC1.[F:8][C@H:9]1[C@:14]([CH2:17][OH:18])([O:15][CH3:16])[CH2:13][CH2:12][N:11](C(OC(C)(C)C)=O)[CH2:10]1>>[ClH:1].[F:8][C@H:9]1[C@:14]([CH2:17][OH:18])([O:15][CH3:16])[CH2:13][CH2:12][NH:11][CH2:10]1 |f:0.1,3.4|. Reported procedure: 4M hydrochloric acid/dioxane solution (11.4 ml) was added to tert-butyl rel-(3R,4S)-3-fluoro-4-(hydroxymethyl)-4-methoxypiperidine-1-carboxylate (800 mg) and stirring was performed at room temperature for 1 hour. Concentration under reduced pressure gave rel-[(3R,4S)-3-fluoro-4-methoxypiperidin-4-yl]methanol hydrochloride (606 mg). The reactants are C(C#C)Br (Propargyl bromide), C1(C=2C(C(N1)=O)=CC=CC2)=O.[K] (potassium phtalimide). Run in CN(C)C=O (DMF), C(C)OCC (diethyl ether). The product is C(C#C)N1C(C=2C(C1=O)=CC=CC2)=O (N-propargyl phtalimide). As a reaction SMILES: [CH2:1](Br)[C:2]#[CH:3].[C:5]1(=[O:15])[NH:9][C:8](=[O:10])[C:7]2=[CH:11][CH:12]=[CH:13][CH:14]=[C:6]12.[K]>CN(C=O)C.C(OCC)C>[CH2:1]([N:9]1[C:8](=[O:10])[C:7]2=[CH:11][CH:12]=[CH:13][CH:14]=[C:6]2[C:5]1=[O:15])[C:2]#[CH:3] |f:1.2,^1:15|. Procedure details: Propargyl bromide (1.3 mL, 17.4 mmol) is dissolved in DMF (30 mL) and potassium phtalimide (3.4 g; 18.4 mmol) is added. The mixture is refluxed for 5 h. After cooling at room temperature the mixture is diluted with diethyl ether, washed with water (3×50 mL), dried over Na2SO4 and evaporated under vacuum to give N-propargyl phtalimide as white solid (3.15 g; 17 mmol).